From a dataset of the Open Reaction Database (ORD), a public repository of structured organic reaction records. describe an organic reaction: reactants, conditions, products, and yield The reactants are C(C)(C)(C)OC(N(C1=CC=C(C=C1)OC)C1=NC2=C(N1C)C=CC(=C2)N(C)C2=NC(=NC=C2)Cl)=O ({5-[(2-Chloro-pyrimidin-4-yl)-methyl-amino]-1-methyl-1H-benzoimidazol-2-yl}-(4-methoxy-phenyl)-carbamic acid tert-butyl ester), CS(=O)(=O)CC=1C=C(C=CC1)N (3-methanesulfonylmethyl-phenylamine). RXN SMILES: [C:1]([O:5][C:6](=[O:35])[N:7]([C:16]1[N:20]([CH3:21])[C:19]2[CH:22]=[CH:23][C:24]([N:26]([C:28]3[CH:33]=[CH:32][N:31]=[C:30](Cl)[N:29]=3)[CH3:27])=[CH:25][C:18]=2[N:17]=1)[C:8]1[CH:13]=[CH:12][C:11]([O:14][CH3:15])=[CH:10][CH:9]=1)([CH3:4])([CH3:3])[CH3:2].[CH3:36][S:37]([CH2:40][C:41]1[CH:42]=[C:43]([NH2:47])[CH:44]=[CH:45][CH:46]=1)(=[O:39])=[O:38]>>[C:1]([O:5][C:6](=[O:35])[N:7]([C:16]1[N:20]([CH3:21])[C:19]2[CH:22]=[CH:23][C:24]([N:26]([C:28]3[CH:33]=[CH:32][N:31]=[C:30]([NH:47][C:43]4[CH:44]=[CH:45][CH:46]=[C:41]([CH2:40][S:37]([CH3:36])(=[O:39])=[O:38])[CH:42]=4)[N:29]=3)[CH3:27])=[CH:25][C:18]=2[N:17]=1)[C:8]1[CH:13]=[CH:12][C:11]([O:14][CH3:15])=[CH:10][CH:9]=1)([CH3:4])([CH3:3])[CH3:2]. Yields the product C(C)(C)(C)OC(N(C1=CC=C(C=C1)OC)C1=NC2=C(N1C)C=CC(=C2)N(C)C2=NC(=NC=C2)NC2=CC(=CC=C2)CS(=O)(=O)C)=O ((5-{[2-(3-Methanesulfonylmethyl-phenylamino)-pyrimidin-4-yl]-methyl-amino}-1-methyl-1H-benzoimidazol-2-yl)-(4-methoxy-phenyl)-carbamic acid tert-butyl ester). Procedure details: The title compound was prepared following the procedure of example 78 using {5-[(2-Chloro-pyrimidin-4-yl)-methyl-amino]-1-methyl-1H-benzoimidazol-2-yl}-(4-methoxy-phenyl)-carbamic acid tert-butyl ester (100 mg, 0.20 mmol) and 3-methanesulfonylmethyl-phenylamine (37 mg, 0.20 mmol) to give the desired product as a white solid. 1H NMR (300 MHz, d6-DMSO) δ 9.44 (s, 1H), 7.80-7.82 (m, 2H), 7.63-7.70 (M, 2H), 7.56 (d, J=1.5 Hz, 1H), 7.34 (d, J=8.7 Hz, 2H), 7.25 (dd, J=8.6 and 1.2 Hz, 1H), 7.18 (t, J=7... Starting materials: COCCOCN1C=C(C=2C1=NC=C(C2)N2CCOCC2)C2=C(C=CC=C2)OC (1-(2-methoxy-ethoxymethyl)-3-(2-methoxy-phenyl)-5-morpholin-4-yl-1H-pyrrolo[2,3-b]pyridine), C(C)(=O)OCC (ethyl acetate), C(=O)O (formic acid), C([O-])(O)=O.[Na+] (sodium bicarbonate). The solvent is [Cl-].[Na+].O (brine), C(C)O (ethanol), O (water), O (water). Run at temperature 65 celsius. The product is N1C=CC=2C1=NC=CC2 (1H-pyrrolo[2,3-b]pyridine), 3-(2-methoxy-phenyl)-5-morpholin-4-yl. Yield: 88.2%. As a reaction SMILES: COCCOC[N:7]1[C:11]2=[N:12][CH:13]=[C:14](N3CCOCC3)[CH:15]=[C:10]2[C:9](C2C=CC=CC=2OC)=[CH:8]1.C(O)=O.C(=O)(O)[O-].[Na+].C(OCC)(=O)C>C(O)C.O.[Cl-].[Na+].O>[NH:7]1[C:11]2=[N:12][CH:13]=[CH:14][CH:15]=[C:10]2[CH:9]=[CH:8]1 |f:2.3,7.8.9|. Procedure details: 65 mg (0.17 mmol) of 1-(2-methoxy-ethoxymethyl)-3-(2-methoxy-phenyl)-5-morpholin-4-yl-1H-pyrrolo[2,3-b]pyridine was dissolved in a mixture of 3 ml of ethanol and 2 ml of water. 500 μl of formic acid was added and the mixture heated to 65° C. for 16 h and then irradiated in the microwave to 150° C. for 40 min. The resulting mixture was neutralized by addition of sodium bicarbonate and water and the crude distributed between ethyl acetate and brine. The aqueous phase was extracted twice with ethyl... Reactants: NC1=C(C=CC(=C1)Cl)S (2-amino-4-chloro-benzenethiol), BrCCO (2-bromo-ethanol), ClC1=C(C=C(C=C1)S(=O)(=O)Cl)C(F)(F)F (4-chloro-3-(trifluoromethyl)benzene-1-sulfonyl chloride). Product: ClC1=C(C=C(C=C1)S(=O)(=O)NC1=C(C=CC(=C1)Cl)SCCO)C(F)(F)F (4-chloro-N-{5-chloro-2-[(2-hydroxyethyl)thio]phenyl}-3-(trifluoromethyl)benzenesulfonamide). RXN SMILES: [NH2:1][C:2]1[CH:7]=[C:6]([Cl:8])[CH:5]=[CH:4][C:3]=1[SH:9].Br[CH2:11][CH2:12][OH:13].[Cl:14][C:15]1[CH:20]=[CH:19][C:18]([S:21](Cl)(=[O:23])=[O:22])=[CH:17][C:16]=1[C:25]([F:28])([F:27])[F:26]>>[Cl:14][C:15]1[CH:20]=[CH:19][C:18]([S:21]([NH:1][C:2]2[CH:7]=[C:6]([Cl:8])[CH:5]=[CH:4][C:3]=2[S:9][CH2:11][CH2:12][OH:13])(=[O:22])=[O:23])=[CH:17][C:16]=1[C:25]([F:28])([F:26])[F:27]. Reported procedure: Following General Procedure A and B, the title compound was prepared from 2-amino-4-chloro-benzenethiol, 2-bromo-ethanol, and 4-chloro-3-(trifluoromethyl)benzene-1-sulfonyl chloride. Reactants: C(C)OC(=O)NC1=C(C#N)C=CC(=C1)F (2-(ethoxycarbonylamino)-4-fluorobenzonitrile), BrCC(=O)C1=CC=CC=C1 (2-bromoacetophenone). Product: NC1=C(N(C2=CC(=CC=C12)F)C(=O)OCC)C(C1=CC=CC=C1)=O (3-Amino-2-benzoyl-1-(ethoxycarbonyl)-6-fluoroindole). RXN SMILES: [CH2:1]([O:3][C:4]([NH:6][C:7]1[CH:14]=[C:13]([F:15])[CH:12]=[CH:11][C:8]=1[C:9]#[N:10])=[O:5])[CH3:2].Br[CH2:17][C:18]([C:20]1[CH:25]=[CH:24][CH:23]=[CH:22][CH:21]=1)=[O:19]>>[NH2:10][C:9]1[C:8]2[C:7](=[CH:14][C:13]([F:15])=[CH:12][CH:11]=2)[N:6]([C:4]([O:3][CH2:1][CH3:2])=[O:5])[C:17]=1[C:18](=[O:19])[C:20]1[CH:25]=[CH:24][CH:23]=[CH:22][CH:21]=1. Procedure details: The title compound was prepared according to the procedure described in step 2 of Example 1 from 2-(ethoxycarbonylamino)-4-fluorobenzonitrile (step 1) and 2-bromoacetophenone. 1H-NMR (CDCl3) δ: 7.94 (1H, dd, J=2.7, 10.3 Hz), 7.76-7.72 (2H, m), 7.57 (1H, dd, J=5.5, 8.8 Hz), 7.51-7.39 (3H, m), 7.06 (1H, ddd, J=2.7, 8.8, 10.3 Hz), 5.87 (2H, br s), 3.74 (2H, q, J=7.3 Hz), 0.84 (3H, t, J=7.3 Hz) The solvent is CCOC(=O)C (EtOAc), hexanes. Yields the product IC1=C2N=CN(C2=NC=N1)C1OCCCC1 (6-Iodo-9-(tetrahydro-2H-pyran-2-yl)-9H-purine). The reactants are IC1=C2N=CNC2=NC=N1 (6-iodo-9H-purine), 3,4-dihydro-2(H)-pyran, O.C1(=CC=C(C=C1)S(=O)(=O)O)C (p-toluenesulfonic acid monohydrate). RXN SMILES: [I:1][C:2]1[N:10]=[CH:9][N:8]=[C:7]2[C:3]=1[N:4]=[CH:5][NH:6]2.[OH2:11].[C:12]1(C)C=[CH:16][C:15](S(O)(=O)=O)=[CH:14][CH:13]=1>CCOC(C)=O>[I:1][C:2]1[N:10]=[CH:9][N:8]=[C:7]2[C:3]=1[N:4]=[CH:5][N:6]2[CH:16]1[CH2:15][CH2:14][CH2:13][CH2:12][O:11]1 |f:1.2|. Procedure details: In a RB flask were placed 6-iodo-9H-purine (2680 mg, 10894 μmol), 3,4-dihydro-2(H)-pyran (2982 μl, 32682 μmol), and p-toluenesulfonic acid monohydrate (34.0 mg, 218 μmol) in EtOAc (150 mL) and heated to reflux for 2 hours. After cooling to RT, the reaction mixture was washed with NaHCO3 (aq., sat., 100 mL), then brine (100 mL). The organic solution was concentrated in vacuo. The residue was redissolved in a small amount of DCM and then put on a layer of silica gel in a funnel. The silica was rin... The reactants are FC(F)(F)Oc1ccc(CBr)cc1, O=C1NCc2ccccc21, O=C([O-])[O-], CC(C)=O, CCCCCC, CCOC(C)=O, [Cs+], [Cs+], C1COCCOCCOCCOCCOCCO1. The product is O=C1c2ccccc2CN1Cc1ccc(OC(F)(F)F)cc1. As a reaction SMILES: [Br:11][CH2:12][c:13]1[cH:14][cH:15][c:16]([O:19][C:20]([F:21])([F:22])[F:23])[cH:17][cH:18]1.[C:1]1(=[O:10])[NH:2][CH2:3][c:4]2[cH:5][cH:6][cH:7][cH:8][c:9]21.[C:24](=[O:25])([O-:26])[O-:27].[CH3:48][C:49](=[O:50])[CH3:51].[CH3:52][CH2:53][CH2:54][CH2:55][CH2:56][CH3:57].[CH3:58][CH2:59][O:60][C:61](=[O:62])[CH3:63].[Cs+:28].[Cs+:29].[O:30]1[CH2:31][CH2:32][O:33][CH2:34][CH2:35][O:36][CH2:37][CH2:38][O:39][CH2:40][CH2:41][O:42][CH2:43][CH2:44][O:45][CH2:46][CH2:47]1>>[C:1]1(=[O:10])[N:2]([CH2:12][c:13]2[cH:14][cH:15][c:16]([O:19][C:20]([F:21])([F:22])[F:23])[cH:17][cH:18]2)[CH2:3][c:4]2[cH:5][cH:6][cH:7][cH:8][c:9]21.